From a dataset of the Open Reaction Database (ORD), a public repository of structured organic reaction records. describe an organic reaction: reactants, conditions, products, and yield The solvent is CO (methanol). Procedure details: Sodium hydroxide (0.056 mL, 0.056 mmol, Acros 1N) was added to a suspension of 2-((3S,4R)-4-{[(3,4-dichloro-5-methyl-1H-pyrrol-2-yl)carbonyl]amino}-3-methoxypiperidin-1-yl)-4-{[(2-methoxyethyl)amino]carbonyl}-1,3-thiazole-5-carboxylic acid (0.03 g, 0.056 mmol, Example 387) in methanol (5 mL). After stirring five minutes the reaction was homogeneous. The reaction mixture was concentrated and the resulting white solid was dried overnight (0.030 g). MS (ES) MH+: 534 for C20H24C2N5O6SNa; NMR: 1.73 (... Reactants: [OH-].[Na+] (Sodium hydroxide), ClC1=C(NC(=C1Cl)C)C(=O)N[C@H]1[C@H](CN(CC1)C=1SC(=C(N1)C(=O)NCCOC)C(=O)O)OC (2-((3S,4R)-4-{[(3,4-dichloro-5-methyl-1H-pyrrol-2-yl)carbonyl]amino}-3-methoxypiperidin-1-yl)-4-{[(2-methoxyethyl)amino]carbonyl}-1,3-thiazole-5-carboxylic acid). As a reaction SMILES: [OH-].[Na+:2].[Cl:3][C:4]1[C:8]([Cl:9])=[C:7]([CH3:10])[NH:6][C:5]=1[C:11]([NH:13][C@@H:14]1[CH2:19][CH2:18][N:17]([C:20]2[S:21][C:22]([C:32]([OH:34])=[O:33])=[C:23]([C:25]([NH:27][CH2:28][CH2:29][O:30][CH3:31])=[O:26])[N:24]=2)[CH2:16][C@@H:15]1[O:35][CH3:36])=[O:12]>CO>[Cl:3][C:4]1[C:8]([Cl:9])=[C:7]([CH3:10])[NH:6][C:5]=1[C:11]([NH:13][C@@H:14]1[CH2:19][CH2:18][N:17]([C:20]2[S:21][C:22]([C:32]([O-:34])=[O:33])=[C:23]([C:25]([NH:27][CH2:28][CH2:29][O:30][CH3:31])=[O:26])[N:24]=2)[CH2:16][C@@H:15]1[O:35][CH3:36])=[O:12].[Na+:2] |f:0.1,4.5|. Product: ClC1=C(NC(=C1Cl)C)C(=O)N[C@H]1[C@H](CN(CC1)C=1SC(=C(N1)C(=O)NCCOC)C(=O)[O-])OC.[Na+] (sodium 2-((3S,4R)-4-{[(3,4-dichloro-5-methyl-1H-pyrrol-2-yl)carbonyl]amino}-3-methoxypiperidin-1-yl)-4-{[(2-methoxyethyl)amino]carbonyl}-1,3-thiazole-5-carboxylate). Reaction conditions: time 5 minute. Reactants: OC1=C(C(=C(C2=CC=CC=C12)O)C#N)C#N (1,4-dihydroxy-2,3-dicyanonaphthalene), S(=O)(=O)(OCC)OCC (diethyl sulfate), CS(=O)C (dimethyl sulfoxide), C([O-])([O-])=O.[K+].[K+] (potassium carbonate). The product is C(C)OC1=C(C(=C(C2=CC=CC=C12)OCC)C#N)C#N (1,4-diethoxy-2,3-dicyanonaphthalene). The yield is 87.0%. RXN SMILES: O[C:2]1[C:11]2[C:6](=[CH:7][CH:8]=[CH:9][CH:10]=2)[C:5]([OH:12])=[C:4]([C:13]#[N:14])[C:3]=1[C:15]#[N:16].S(OCC)(O[CH2:21][CH3:22])(=O)=O.[C:26](=[O:29])([O-])[O-].[K+].[K+].[CH3:32]S(C)=O>>[CH2:21]([O:12][C:5]1[C:6]2[C:11](=[CH:10][CH:9]=[CH:8][CH:7]=2)[C:2]([O:29][CH2:26][CH3:32])=[C:3]([C:15]#[N:16])[C:4]=1[C:13]#[N:14])[CH3:22] |f:2.3.4|. Procedure: 21 g (0.1 mol) of 1,4-dihydroxy-2,3-dicyanonaphthalene, 100 ml of dimethyl sulfoxide and 38.5 g (0.25 mol) of diethyl sulfate were introduced at room temperature as the initial charge. 38.6 g (0.28 mol) of potassium carbonate were added with stirring. The batch was then stirred at 100° C. for 10 h and thereafter poured onto ice-water, and the resulting precipitate was washed with water and dried to leave 23.3 g of 1,4-diethoxy-2,3-dicyanonaphthalene (theory: 87%; melting point: 167° C.). Reactants: CO, C[O-], CO, [Cl-], Cl, CC1OC1(Cn1ccnc1)c1ccc(F)cc1F, [Na+], [Na+], COC(=O)CCS. Yields the product CC(S)C(O)(Cn1ccnc1)c1ccc(F)cc1F. Reaction SMILES: [CH3:26][OH:27].[CH3:28][O-:29].[CH3:34][OH:35].[Cl-:33].[ClH:31].[F:1][c:2]1[c:3]([C:9]2([CH2:13][n:14]3[cH:15][n:16][cH:17][cH:18]3)[O:10][CH:11]2[CH3:12])[cH:4][cH:5][c:6]([F:8])[cH:7]1.[Na+:30].[Na+:32].[SH:19][CH2:20][CH2:21][C:22]([O:23][CH3:24])=[O:25]>>[F:1][c:2]1[c:3]([C:9]([OH:10])([CH:11]([CH3:12])[SH:19])[CH2:13][n:14]2[cH:15][n:16][cH:17][cH:18]2)[cH:4][cH:5][c:6]([F:8])[cH:7]1. Starting materials: C1(CCCCC1)NC(=O)C1CCN(CC1)C(C)C1=CC(=CC=C1)[N+](=O)[O-] (rac-1-[1-(3-nitro-phenyl)-ethyl]-piperidine-4-carboxylic acid cyclohexylamide), stannous chloride. The solvent is CO (MeOH). Yields the product C1(CCCCC1)NC(=O)C1CCN(CC1)C(C)C1=CC(=CC=C1)N (rac-1-[1-(3-Amino-phenyl)-ethyl]-piperidine-4-carboxylic acid cyclohexylamide). Yield: 102.1%. As a reaction SMILES: [CH:1]1([NH:7][C:8]([CH:10]2[CH2:15][CH2:14][N:13]([CH:16]([C:18]3[CH:23]=[CH:22][CH:21]=[C:20]([N+:24]([O-])=O)[CH:19]=3)[CH3:17])[CH2:12][CH2:11]2)=[O:9])[CH2:6][CH2:5][CH2:4][CH2:3][CH2:2]1>CO>[CH:1]1([NH:7][C:8]([CH:10]2[CH2:11][CH2:12][N:13]([CH:16]([C:18]3[CH:23]=[CH:22][CH:21]=[C:20]([NH2:24])[CH:19]=3)[CH3:17])[CH2:14][CH2:15]2)=[O:9])[CH2:2][CH2:3][CH2:4][CH2:5][CH2:6]1. Reported procedure: A solution of rac-1-[1-(3-nitro-phenyl)-ethyl]-piperidine-4-carboxylic acid cyclohexylamide (375 mg, 1.04 mmol) in MeOH (15 mL) is treated with anhydrous stannous chloride (908 mg, 4.7 mmol). The mixture is heated at reflux overnight. The mixture is let to cool to RT and MeOH is evaporated under reduced pressure. Water (25 mL) is added to the residue, followed by saturated NaHCO3 solution (25 mL). The mixture is extracted twice with DCM (25 mL), the organic phases are washed with water (25 mL), ...